Dataset: the Open Reaction Database (ORD), a public repository of structured organic reaction records. Task: describe an organic reaction: reactants, conditions, products, and yield The reactants are COC(=O)CCCC=CC(O)C(Cc1ccccc1)NC(=O)OC(C)(C)C, CS(=O)(=O)Cl, O=C1NCCO1. Reaction SMILES: [C:1]([CH3:3])([CH3:4])([O:5][C:6](=[O:2])[NH:8][CH:9]([CH:10]([CH:11]=[CH:12][CH2:13][CH2:14][CH2:15][C:16](=[O:17])[O:18][CH3:19])[OH:20])[CH2:21][c:22]1[cH:23][cH:24][cH:25][cH:26][cH:27]1)[CH3:7].[CH3:34][S:35](=[O:36])(=[O:37])[Cl:38].[O:28]1[CH2:29][CH2:30][NH:31][C:32]1=[O:33]>>[O:5]=[C:6]1[NH:8][CH:9]([CH2:21][c:22]2[cH:23][cH:24][cH:25][cH:26][cH:27]2)[CH:10]([CH:11]=[CH:12][CH2:13][CH2:14][CH2:15][C:16](=[O:17])[O:18][CH3:19])[O:20]1. Product: COC(=O)CCCC=CC1OC(=O)NC1Cc1ccccc1. The reactants are O=C([O-])[O-], COc1cc2c(Cl)ncnc2cc1OCCCN1CCN(S(C)(=O)=O)CC1, [K+], [K+], CN(C)C=O, Oc1cnc2[nH]ccc2c1. Reaction SMILES: [C:38](=[O:39])([O-:40])[O-:41].[Cl:1][c:2]1[n:3][cH:4][n:5][c:6]2[cH:7][c:8]([O:14][CH2:15][CH2:16][CH2:17][N:18]3[CH2:19][CH2:20][N:21]([S:24](=[O:25])(=[O:26])[CH3:27])[CH2:22][CH2:23]3)[c:9]([O:12][CH3:13])[cH:10][c:11]12.[K+:42].[K+:43].[O:44]=[CH:45][N:46]([CH3:47])[CH3:48].[OH:28][c:29]1[cH:30][c:31]2[cH:32][cH:33][nH:34][c:35]2[n:36][cH:37]1>>[c:2]1([O:28][c:29]2[cH:30][c:31]3[cH:32][cH:33][nH:34][c:35]3[n:36][cH:37]2)[n:3][cH:4][n:5][c:6]2[cH:7][c:8]([O:14][CH2:15][CH2:16][CH2:17][N:18]3[CH2:19][CH2:20][N:21]([S:24](=[O:25])(=[O:26])[CH3:27])[CH2:22][CH2:23]3)[c:9]([O:12][CH3:13])[cH:10][c:11]12. Yields the product COc1cc2c(Oc3cnc4[nH]ccc4c3)ncnc2cc1OCCCN1CCN(S(C)(=O)=O)CC1. Starting materials: C(C)OC(C1=CC=C(C=C1)C#CC1=CC(=C(C=C1)C1(CC1)OCC)C(C)(C)C)=O (ethyl4-[4-(1-ethoxycyclopropyl)-3-tert-butyl-phenylethynyl]-benzoate), C(C)OC(C1=CC=C(C=C1)C#CC1=CC(=C(C=C1)C1(CC1)OCC)C(C)(C)C)=O (ethyl4-[4-(1-ethoxycyclopropyl)-3-tert-butyl-phenylethynyl]-benzoate), [OH-].[Na+] (NaOH), aqueous solution. Solvent: C(C)O (ethanol), O1CCCC1 (tetrahydrofuran). Reaction conditions: time 8 hour. The product is C(C)OC1(CC1)C1=C(C=C(C=C1)CCC1=CC=C(C(=O)O)C=C1)C(C)(C)C (4-[4-(1-Ethoxycyclopropyl)-3-tert-butyl-phenylethanyl]-benzoic acid). Isolated yield 60.6%. RXN SMILES: C([O:3][C:4](=[O:29])[C:5]1[CH:10]=[CH:9][C:8]([C:11]#[C:12][C:13]2[CH:18]=[CH:17][C:16]([C:19]3([O:22][CH2:23][CH3:24])[CH2:21][CH2:20]3)=[C:15]([C:25]([CH3:28])([CH3:27])[CH3:26])[CH:14]=2)=[CH:7][CH:6]=1)C.[OH-].[Na+]>C(O)C.O1CCCC1>[CH2:23]([O:22][C:19]1([C:16]2[CH:17]=[CH:18][C:13]([CH2:12][CH2:11][C:8]3[CH:7]=[CH:6][C:5]([C:4]([OH:29])=[O:3])=[CH:10][CH:9]=3)=[CH:14][C:15]=2[C:25]([CH3:26])([CH3:28])[CH3:27])[CH2:21][CH2:20]1)[CH3:24] |f:1.2|. Procedure details: Using General Procedure I; a solution of ethyl4-[4-(1-ethoxycyclopropyl)-3-tert-butyl-phenylethynyl]-benzoate (Compound 103, 70.0 mg, 0.18 mmol) in ethanol (3 mL) and tetrahydrofuran (3 mL) was treated with NaOH (240.0 mg, 6.0 mmols, 3.0 mL of a 2N aqueous solution) and stirred overnight at room temperature. Work-up afforded 40 mg (62%) the title compound as a pale-yellow solid.